From a dataset of the Open Reaction Database (ORD), a public repository of structured organic reaction records. describe an organic reaction: reactants, conditions, products, and yield The reactants are solution, FC(C=1C=C(C(=O)N2CC(CC2CC2=CC=CC=C2)=O)C=C(C1)C(F)(F)F)(F)F ((±)-1-[3,5-bis(trifluoromethyl)benzoyl]-5-(phenylmethyl)-3-pyrrolidinone), CC1=C(C(=CC=C1)C)NC(CN1CCNCC1)=O (N-(2,6-dimethylphenyl)-1-piperazineacetamide). The reagents and catalysts are [Pd] (palladium on activated carbon). The solvent is CO (methanol). Yields the product FC(C=1C=C(C(=O)N2C[C@H](C[C@H]2CC2=CC=CC=C2)N2CCN(CC2)CC(=O)NC2=C(C=CC=C2C)C)C=C(C1)C(F)(F)F)(F)F ((±)-cis-4-[1-[3,5-bis(trifluoromethyl)benzoyl]-5-(phenylmethyl)-3-pyrrolidinyl]-N-(2,6-dimethylphenyl)-1-piperazineacetamide). Isolated yield 14.6%. RXN SMILES: [F:1][C:2]([F:29])([F:28])[C:3]1[CH:4]=[C:5]([CH:21]=[C:22]([C:24]([F:27])([F:26])[F:25])[CH:23]=1)[C:6]([N:8]1[CH:12]([CH2:13][C:14]2[CH:19]=[CH:18][CH:17]=[CH:16][CH:15]=2)[CH2:11][C:10](=O)[CH2:9]1)=[O:7].[CH3:30][C:31]1[CH:36]=[CH:35][CH:34]=[C:33]([CH3:37])[C:32]=1[NH:38][C:39](=[O:47])[CH2:40][N:41]1[CH2:46][CH2:45][NH:44][CH2:43][CH2:42]1>CO.[Pd]>[F:28][C:2]([F:1])([F:29])[C:3]1[CH:4]=[C:5]([CH:21]=[C:22]([C:24]([F:25])([F:27])[F:26])[CH:23]=1)[C:6]([N:8]1[C@H:12]([CH2:13][C:14]2[CH:15]=[CH:16][CH:17]=[CH:18][CH:19]=2)[CH2:11][C@H:10]([N:44]2[CH2:45][CH2:46][N:41]([CH2:40][C:39]([NH:38][C:32]3[C:33]([CH3:37])=[CH:34][CH:35]=[CH:36][C:31]=3[CH3:30])=[O:47])[CH2:42][CH2:43]2)[CH2:9]1)=[O:7]. Procedure details: A mixture of (±)-1-[3,5-bis(trifluoromethyl)benzoyl]-5-(phenylmethyl)-3-pyrrolidinone (0.0037 mol) and N-(2,6-dimethylphenyl)-1-piperazineacetamide (0.0037 mol) in methanol (150 ml) was hydrogenated at 50° C. with palladium on activated carbon (10%, 1 g) as a catalyst in the presence of tiophene solution (1 ml). After uptake of hydrogen, the catalyst was filtered off and the filtrate was evaporated. The residue was purified by column chromatography over silica gel (eluent: CH2Cl2/CH3OH 95/5). Th... Starting materials: NC=1C=2N(C=C(C1)C)C(=C(N2)C)C (8-Amino-2,3,6-trimethylimidazo[1,2-a]pyridine), C(C)C1=C(CBr)C(=CC(=C1)F)C (2-ethyl-4-fluoro-6-methylbenzylbromide), [I-].[K+] (Potassium iodide), C(=O)([O-])[O-].[Na+].[Na+] (Na2CO3). The solvent is C(OC)COC (dimethoxyethane). Yields the product C(C)C1=C(CNC=2C=3N(C=C(C2)C)C(=C(N3)C)C)C(=CC(=C1)F)C (8-(2-ethyl-4-fluoro-6-methylbenzylamino)-2,3,6-trimethyl imidazo[1,2-a]pyridine). The yield is 28.9%. As a reaction SMILES: [NH2:1][C:2]1[C:3]2[N:4]([C:9]([CH3:13])=[C:10]([CH3:12])[N:11]=2)[CH:5]=[C:6]([CH3:8])[CH:7]=1.[CH2:14]([C:16]1[CH:23]=[C:22]([F:24])[CH:21]=[C:20]([CH3:25])[C:17]=1[CH2:18]Br)[CH3:15].[I-].[K+].C([O-])([O-])=O.[Na+].[Na+]>C(COC)OC>[CH2:14]([C:16]1[CH:23]=[C:22]([F:24])[CH:21]=[C:20]([CH3:25])[C:17]=1[CH2:18][NH:1][C:2]1[C:3]2[N:4]([C:9]([CH3:13])=[C:10]([CH3:12])[N:11]=2)[CH:5]=[C:6]([CH3:8])[CH:7]=1)[CH3:15] |f:2.3,4.5.6|. Procedure details: 8-Amino-2,3,6-trimethylimidazo[1,2-a]pyridine (0.38 g, 2.16 mmol) and 2-ethyl-4-fluoro-6-methylbenzylbromide (0.50 g, 2.16 mmol) were dissolved in 10 ml dimethoxyethane. Potassium iodide (0.2 g, 1.2 mmol) and Na2CO3 (0.4 g, 3.8 mmol) were added and the mixture was refluxed for 6 hours. The solvent was evaporated and the residue was purified by column chromatography on silica gel using a mixture of methylene chloride and ethyl acetate (60:40) as eluent. 203 mg (29%) of the title compound was obta... Reactants: C[P+](C)(C)CC#N, CCC#N, CS(C)=O, CCN(C(C)C)C(C)C, CCNC(=O)c1ccc(N2CCNCC2)c(Cl)c1, Cl, [I-], O=C1Nc2cc(CO)cnc2N2CCSCC12. The product is CCNC(=O)c1ccc(N2CCN(Cc3cnc4c(c3)NC(=O)C3CSCCN43)CC2)c(Cl)c1. Reaction SMILES: [C:19]([CH2:20][P+:21]([CH3:22])([CH3:23])[CH3:24])#[N:25].[C:54](#[N:55])[CH2:56][CH3:57].[CH3:58][S:59]([CH3:60])=[O:61].[CH:45]([N:46]([CH2:47][CH3:48])[CH:49]([CH3:50])[CH3:51])([CH3:52])[CH3:53].[Cl:27][c:28]1[cH:29][c:30]([C:31](=[O:32])[NH:33][CH2:34][CH3:35])[cH:36][cH:37][c:38]1[N:39]1[CH2:40][CH2:41][NH:42][CH2:43][CH2:44]1.[ClH:26].[I-:18].[OH:1][CH2:2][c:3]1[cH:4][c:5]2[c:10]([n:11][cH:12]1)[N:9]1[CH:8]([C:7](=[O:17])[NH:6]2)[CH2:16][S:15][CH2:14][CH2:13]1>>[CH2:2]([c:3]1[cH:4][c:5]2[c:10]([n:11][cH:12]1)[N:9]1[CH:8]([C:7](=[O:17])[NH:6]2)[CH2:16][S:15][CH2:14][CH2:13]1)[N:42]1[CH2:41][CH2:40][N:39]([c:38]2[c:28]([Cl:27])[cH:29][c:30]([C:31](=[O:32])[NH:33][CH2:34][CH3:35])[cH:36][cH:37]2)[CH2:44][CH2:43]1. The reactants are COC=1C=C2CCC=3C(=NOC3C3=NOC(=C3C(F)(F)F)C3=CC=CC=C3)C2=CC1C (7-methoxy-8-methyl-3-(5-phenyl-4-(trifluoromethyl)isoxazol-3-yl)-4,5-dihydronaphtho[1,2-c]isoxazole), B(Br)(Br)Br (boron tribromide). Run in ClCCl (dichloromethane). Reaction conditions: temperature 0 celsius, time 1 hour. Product: CC1=C(C=C2CCC=3C(=NOC3C3=NOC(=C3C(F)(F)F)C3=CC=CC=C3)C2=C1)O (8-methyl-3-(5-phenyl-4-(trifluoromethyl)isoxazol-3-yl)-4,5-dihydronaphtho[1,2-c]isoxazol-7-ol). The yield is 96.1%. RXN SMILES: C[O:2][C:3]1[CH:4]=[C:5]2[C:28](=[CH:29][C:30]=1[CH3:31])[C:9]1=[N:10][O:11][C:12]([C:13]3[C:17]([C:18]([F:21])([F:20])[F:19])=[C:16]([C:22]4[CH:27]=[CH:26][CH:25]=[CH:24][CH:23]=4)[O:15][N:14]=3)=[C:8]1[CH2:7][CH2:6]2.B(Br)(Br)Br>ClCCl>[CH3:31][C:30]1[CH:29]=[C:28]2[C:5]([CH2:6][CH2:7][C:8]3[C:9]2=[N:10][O:11][C:12]=3[C:13]2[C:17]([C:18]([F:21])([F:20])[F:19])=[C:16]([C:22]3[CH:23]=[CH:24][CH:25]=[CH:26][CH:27]=3)[O:15][N:14]=2)=[CH:4][C:3]=1[OH:2]. Procedure details: To a stirred solution of 7-methoxy-8-methyl-3-(5-phenyl-4-(trifluoromethyl)isoxazol-3-yl)-4,5-dihydronaphtho[1,2-c]isoxazole (Preparation 64B, 0.130 g, 0.305 mmol) in dichloromethane (5 mL) at 0° C. was added boron tribromide (1.52 mL, 1.52 mmol). The reaction mixture was stirred at 0° C. for 1 h and then allowed to warm to room temperature and stirred overnight. The reaction mixture was partitioned between dichloromethane (25 mL) and water (25 mL). The dichloromethane extract was washed with a ... Reactants: NCCN1C(C(=C(C2=NC=C(C=C12)CC1=CC=C(C=C1)F)O)C(=O)NCCOC(C)C)=O (1-(2-aminoethyl)-7-[(4-fluorophenyl)methyl]-4-hydroxy-N-{2-[(1-methylethyl)oxy]ethyl}-2-oxo-1,2-dihydro-1,5-naphthyridine-3-carboxamide), C(C)(C)N(CC)C(C)C (diisopropyl ethylamine), ClC(=O)OC (methyl chloroformate). Run in CN(C)C=O (DMF). The product is FC1=CC=C(C=C1)CC1=CN=C2C(=C(C(N(C2=C1)CCNC(OC)=O)=O)C(=O)NCCOC(C)C)O (Methyl {2-[7-[(4-fluorophenyl)methyl]-4-hydroxy-3-[({2-[(1-methylethyl)oxy]ethyl}amino)carbonyl]-2-oxo-1,5-naphthyridine-1(2H)-yl]ethyl}carbamate). Reaction SMILES: [NH2:1][CH2:2][CH2:3][N:4]1[C:13]2[C:8](=[N:9][CH:10]=[C:11]([CH2:14][C:15]3[CH:20]=[CH:19][C:18]([F:21])=[CH:17][CH:16]=3)[CH:12]=2)[C:7]([OH:22])=[C:6]([C:23]([NH:25][CH2:26][CH2:27][O:28][CH:29]([CH3:31])[CH3:30])=[O:24])[C:5]1=[O:32].C(N(C(C)C)CC)(C)C.Cl[C:43]([O:45][CH3:46])=[O:44]>CN(C=O)C>[F:21][C:18]1[CH:17]=[CH:16][C:15]([CH2:14][C:11]2[CH:12]=[C:13]3[C:8]([C:7]([OH:22])=[C:6]([C:23]([NH:25][CH2:26][CH2:27][O:28][CH:29]([CH3:30])[CH3:31])=[O:24])[C:5](=[O:32])[N:4]3[CH2:3][CH2:2][NH:1][C:43](=[O:44])[O:45][CH3:46])=[N:9][CH:10]=2)=[CH:20][CH:19]=1. Procedure: A solution of 1-(2-aminoethyl)-7-[(4-fluorophenyl)methyl]-4-hydroxy-N-{2-[(1-methylethyl)oxy]ethyl}-2-oxo-1,2-dihydro-1,5-naphthyridine-3-carboxamide (0.020 g, 0.045 mmol) and diisopropyl ethylamine (0.04 mL, 0.23 mmol) in DMF (5 mL) under nitrogen was treated with methyl chloroformate (0.0036 mL, 0.047 mmol) at ambient temperature. The reaction was concentrated in vacuo and the resulting residue was treated with 1N NaHSO4. The resulting suspension was filtered, washed with EtOH and Et2O, and dr... Yields the product COC1=CC=C(C=C1)C=CC1=CC=CC=C1 (4-Methoxystilbene). Procedure: 19.6 grams (0.1 mole) of 4-hydroxystilbene, 135 grams of K2CO3 and 135 grams of methyl iodide were stirred in 500 ml of dimethyl-formamide for 20 hours at room temperature. After dilution with water the mixture was shaken with methylene chloride. The solvent is C(Cl)Cl (methylene chloride), CN(C=O)C (dimethyl-formamide). The reactants are O (water), OC1=CC=C(C=C1)C=CC1=CC=CC=C1 (4-hydroxystilbene), C(=O)([O-])[O-].[K+].[K+] (K2CO3), CI (methyl iodide). As a reaction SMILES: [OH:1][C:2]1[CH:7]=[CH:6][C:5]([CH:8]=[CH:9][C:10]2[CH:15]=[CH:14][CH:13]=[CH:12][CH:11]=2)=[CH:4][CH:3]=1.[C:16]([O-])([O-])=O.[K+].[K+].CI.O>CN(C)C=O.C(Cl)Cl>[CH3:16][O:1][C:2]1[CH:3]=[CH:4][C:5]([CH:8]=[CH:9][C:10]2[CH:11]=[CH:12][CH:13]=[CH:14][CH:15]=2)=[CH:6][CH:7]=1 |f:1.2.3|. Run in C1CCOC1 (THF). Reaction conditions: temperature 25 celsius, time 5 day. Isolated yield 27.3%. As a reaction SMILES: [Cl:1][C:2]1[C:7]([Cl:8])=[CH:6][C:5]([N+:9]([O-:11])=[O:10])=[C:4](Cl)[N:3]=1.CCN(C(C)C)C(C)C.[CH:22]([O:25][C:26]1[NH:30][N:29]=[C:28]([NH2:31])[CH:27]=1)([CH3:24])[CH3:23]>C1COCC1>[Cl:8][C:7]1[CH:6]=[C:5]([N+:9]([O-:11])=[O:10])[C:4]([NH:31][C:28]2[CH:27]=[C:26]([O:25][CH:22]([CH3:24])[CH3:23])[NH:30][N:29]=2)=[N:3][C:2]=1[Cl:1]. The reactants are ClC1=NC(=C(C=C1Cl)[N+](=O)[O-])Cl (2,3,6-trichloro-5-nitropyridine), CCN(C(C)C)C(C)C (DIEA), C(C)(C)OC1=CC(=NN1)N (5-isopropoxy-1H-pyrazol-3-amine). Procedure details: To a mixture of 2,3,6-trichloro-5-nitropyridine (2.61 g, 11.4 mmol) and DIEA (1.90 ml, 11.4 mmol) in THF (50 ml) was added the 5-isopropoxy-1H-pyrazol-3-amine (1.20 g, 8.50 mmol) at 0° C. After addition, the reaction mixture was stirred at 25° C. for 5 days. The solvent was removed under reduced pressure and the resulting residue was purified by column chromatography (hexane-EtOAc=2.5:1) to give the title compound as a yellow solid (0.77 g, 27%). 1H NMR (400 MHz) δ 12.26 & 11.64 (s, 1H), 10.42 &... Yields the product ClC=1C=C(C(=NC1Cl)NC1=NNC(=C1)OC(C)C)[N+](=O)[O-] (5,6-Dichloro-N-(5-isopropoxy-1H-pyrazol-3-yl)-3-nitropyridin-2-amine).